From a dataset of the Open Reaction Database (ORD), a public repository of structured organic reaction records. describe an organic reaction: reactants, conditions, products, and yield The reactants are COC(C=1C(C(=O)OC)=C(C=CC1)I)=O (3-iodophthalic acid dimethyl ester), [Si](C)(C)(C(C)(C)C)OC=1C=C(C=CC1OC)N (3-(tert-butyldimethylsilanyloxy)-4-methoxyphenylamine), C=1C=CC(=CC1)P(C=2C=CC=CC2)C3=CC=C4C=CC=CC4=C3C5=C6C=CC=CC6=CC=C5P(C=7C=CC=CC7)C=8C=CC=CC8 (rac-BINAP), C([O-])([O-])=O.[Cs+].[Cs+] (cesium carbonate). The reagents and catalysts are C=1C=CC(=CC1)/C=C/C(=O)/C=C/C2=CC=CC=C2.C=1C=CC(=CC1)/C=C/C(=O)/C=C/C2=CC=CC=C2.C=1C=CC(=CC1)/C=C/C(=O)/C=C/C2=CC=CC=C2.[Pd].[Pd] (Pd2(dba)3). Solvent: C1(=CC=CC=C1)C (toluene), C(Cl)Cl (CH2Cl2). Product: COC(C=1C(C(=O)OC)=C(C=CC1)NC1=CC(=C(C=C1)OC)O[Si](C)(C)C(C)(C)C)=O (3-[3-(tert-Butyldimethylsilanyloxy)-4-methoxyphenylamino]phthalic acid dimethyl ester). The yield is 71.0%. As a reaction SMILES: [CH3:1][O:2][C:3](=[O:15])[C:4]1[C:5](=[C:10](I)[CH:11]=[CH:12][CH:13]=1)[C:6]([O:8][CH3:9])=[O:7].[Si:16]([O:23][C:24]1[CH:25]=[C:26]([NH2:32])[CH:27]=[CH:28][C:29]=1[O:30][CH3:31])([C:19]([CH3:22])([CH3:21])[CH3:20])([CH3:18])[CH3:17].C1C=CC(P(C2C(C3C(P(C4C=CC=CC=4)C4C=CC=CC=4)=CC=C4C=3C=CC=C4)=C3C(C=CC=C3)=CC=2)C2C=CC=CC=2)=CC=1.C(=O)([O-])[O-].[Cs+].[Cs+]>C1(C)C=CC=CC=1.C(Cl)Cl.C1C=CC(/C=C/C(/C=C/C2C=CC=CC=2)=O)=CC=1.C1C=CC(/C=C/C(/C=C/C2C=CC=CC=2)=O)=CC=1.C1C=CC(/C=C/C(/C=C/C2C=CC=CC=2)=O)=CC=1.[Pd].[Pd]>[CH3:1][O:2][C:3](=[O:15])[C:4]1[C:5](=[C:10]([NH:32][C:26]2[CH:27]=[CH:28][C:29]([O:30][CH3:31])=[C:24]([O:23][Si:16]([C:19]([CH3:22])([CH3:21])[CH3:20])([CH3:18])[CH3:17])[CH:25]=2)[CH:11]=[CH:12][CH:13]=1)[C:6]([O:8][CH3:9])=[O:7] |f:3.4.5,8.9.10.11.12|. Reported procedure: A mixture of 3-iodophthalic acid dimethyl ester (1.0 g, 3.1 mmol), 3-(tert-butyldimethylsilanyloxy)-4-methoxyphenylamine (0.79 g, 3.1 mmol), Pd2(dba)3 (0.13 g, 0.14 mmol), rac-BINAP (0.058 g, 0.093 mmol), and cesium carbonate (1.4 g, 4.3 mmol), in 6 mL toluene was heated to reflux under nitrogen for 24 hours. The reaction mixture was cooled, diluted with CH2Cl2 (10 mL), and filtered through Celite, and the filter was washed with additional CH2Cl2 (30 mL). The filtrate was evaporated, and the res...